Dataset: the Open Reaction Database (ORD), a public repository of structured organic reaction records. Task: describe an organic reaction: reactants, conditions, products, and yield The reactants are C(C)(=O)C=1C(=CC(=C(C=O)C1)O)O (5-acetyl-2,4-dihydroxybenzaldehyde), [H][H] (hydrogen). Reagents/catalysts: [Pd] (palladium on carbon). Solvent: C(C)O (ethanol). Reaction conditions: time 1 hour. The product is C(C)(=O)C=1C(=CC(=C(CO)C1)O)O (5-Acetyl-2,4-dihydroxybenzyl alcohol). Yield: 65.3%. As a reaction SMILES: [C:1]([C:4]1[C:5]([OH:13])=[CH:6][C:7]([OH:12])=[C:8]([CH:11]=1)[CH:9]=[O:10])(=[O:3])[CH3:2].[H][H]>[Pd].C(O)C>[C:1]([C:4]1[C:5]([OH:13])=[CH:6][C:7]([OH:12])=[C:8]([CH:11]=1)[CH2:9][OH:10])(=[O:3])[CH3:2]. Procedure details: One gram of 5-acetyl-2,4-dihydroxybenzaldehyde was hydrogenated in the presence of 1 g of 10% palladium on carbon in 150 ml of ethanol. After about 1 hour, hydrogen uptake ceased and hydrogenation was terminated. The reaction mixture was filtered and concentrated in vacuo. The residue was dissolved in approximately 30 ml of ethyl acetate and cooled in the refrigerator. The resulting solid was recovered by filtration affording 0.66 g of the desired title intermediate, m.p. =151°-152° C. The same ... Reactants: CC(C)(CN)O (1,1-dimethylethanolamine), C(CCCCCCCC)C1CCC(CC1)=O (4-n-nonylcyclohexanone), C1(=CC=CC=C1)C (toluene). Yields the product CC1(COC2(N1)CCC(CC2)CCCCCCCCC)C (3,3-Dimethyl-8-Nonyl-1-Oxa-4-Azaspiro[4.5]Decane). Procedure details: The procedure of Example 1 was followed utilizing 1,1-dimethylethanolamine (2.7 grams; 0.03 mole) and 4-n-nonylcyclohexanone (6.73 grams; 0.03 mole) in 100 mls of toluene. After removing the toluene, the residue was distilled to obtain 4.3 grams (48.5% of theoretical; b.p. 113°-115° C. at 0.01 mm.) of the desired product. As a reaction SMILES: CC(O)(C[NH2:5])C.[CH2:7]([CH:16]1[CH2:21][CH2:20][C:19](=[O:22])[CH2:18][CH2:17]1)[CH2:8][CH2:9][CH2:10][CH2:11][CH2:12][CH2:13][CH2:14][CH3:15].[C:23]1([CH3:29])[CH:28]=CC=C[CH:24]=1>>[CH3:24][C:23]1([CH3:29])[NH:5][C:19]2([CH2:18][CH2:17][CH:16]([CH2:7][CH2:8][CH2:9][CH2:10][CH2:11][CH2:12][CH2:13][CH2:14][CH3:15])[CH2:21][CH2:20]2)[O:22][CH2:28]1. The reactants are O (water), solution, B(Br)(Br)Br (boron tribromide), ice water, COC1=CC=C(C=C1)CCCCCCCCBr (8-(4-methoxyphenyl)octylbromide). Solvent: ClCCl (dichloromethane), ClCCl (dichloromethane). Run at time 4 hour. The product is OC1=CC=C(C=C1)CCCCCCCCBr (8-(4-hydroxyphenyl)octylbromide). As a reaction SMILES: B(Br)(Br)Br.C[O:6][C:7]1[CH:12]=[CH:11][C:10]([CH2:13][CH2:14][CH2:15][CH2:16][CH2:17][CH2:18][CH2:19][CH2:20][Br:21])=[CH:9][CH:8]=1.O>ClCCl>[OH:6][C:7]1[CH:12]=[CH:11][C:10]([CH2:13][CH2:14][CH2:15][CH2:16][CH2:17][CH2:18][CH2:19][CH2:20][Br:21])=[CH:9][CH:8]=1. Reported procedure: A 1M solution of boron tribromide in dichloromethane (5 ml, 5 mmol) was added to an ice water cooled solution of 8-(4-methoxyphenyl)octylbromide (1.5 g, 5 mmol) in dichloromethane (10 ml). After 4 hours at room temperature, water was added and the dichloromethane separated, washed with water, dried over anhydrous magnesium sulphate, and evaporated to give an oil, which was chromatographed over flash silica, eluting with chloroform, followed by 2% methanol in chloroform to give 8-(4-hydroxyphenyl... Starting materials: FC1(CN(CC1)C(C(C)N1CCNCC1)=O)F (4-(2-(3,3-Difluoropyrrolidin-1-yl)-1-methyl-2-oxoethyl)piperazine), C(C)(C)(C)OC(=O)N1[C@@H](CC[C@@H]1[C@@H](C1=CC=CC=C1)O)CC1=CC=C(C(=O)O)C=C1 (4-({(2S,5R)-1-(tert-butoxycarbonyl)-5-[(R)-hydroxy(phenyl)methyl]pyrrolidin-2-yl}methyl)benzoic acid), C(C)(C)N(C(C)C)CC (N,N-diisopropylethylamine), 2-(1H-7-azabezotriazole-1-yl)-1,1,3,3,-tetramethyl uranium hexafluoro phosphate methanium. The solvent is CN(C=O)C (N,N-dimethylformamide). Conditions: time 8 hour. The product is C(C)(C)(C)OC(=O)N1[C@@H](CC[C@@H]1[C@@H](C1=CC=CC=C1)O)CC1=CC=C(C=C1)C(=O)N1CCN(CC1)C(C(=O)N1CC(CC1)(F)F)C (tert-Butyl-(2S,5R)-2-[4-({4-[2-(3,3-difluoropyrrolidin-1-yl)-1-methyl-2-oxoethyl]piperazin-1-yl}carbonyl)benzyl-]-5-[(R)-hydroxyl(phenyl)methyl]pyrrolidine-1-carboxylate). The yield is 73.3%. RXN SMILES: [F:1][C:2]1([F:17])[CH2:6][CH2:5][N:4]([C:7](=[O:16])[CH:8]([N:10]2[CH2:15][CH2:14][NH:13][CH2:12][CH2:11]2)[CH3:9])[CH2:3]1.[C:18]([O:22][C:23]([N:25]1[C@@H:29]([C@H:30]([OH:37])[C:31]2[CH:36]=[CH:35][CH:34]=[CH:33][CH:32]=2)[CH2:28][CH2:27][C@H:26]1[CH2:38][C:39]1[CH:47]=[CH:46][C:42]([C:43](O)=[O:44])=[CH:41][CH:40]=1)=[O:24])([CH3:21])([CH3:20])[CH3:19].C(N(CC)C(C)C)(C)C>CN(C)C=O>[C:18]([O:22][C:23]([N:25]1[C@@H:29]([C@H:30]([OH:37])[C:31]2[CH:36]=[CH:35][CH:34]=[CH:33][CH:32]=2)[CH2:28][CH2:27][C@H:26]1[CH2:38][C:39]1[CH:47]=[CH:46][C:42]([C:43]([N:13]2[CH2:12][CH2:11][N:10]([CH:8]([CH3:9])[C:7]([N:4]3[CH2:5][CH2:6][C:2]([F:1])([F:17])[CH2:3]3)=[O:16])[CH2:15][CH2:14]2)=[O:44])=[CH:41][CH:40]=1)=[O:24])([CH3:21])([CH3:19])[CH3:20]. Procedure: To a stirred solution of 12 mg (0.049 mmol) of 4-(2-(3,3-Difluoropyrrolidin-1-yl)-1-methyl-2-oxoethyl)piperazine (TEA salt), and 20 mg (0.049 mmol) of 4-({(2S,5R)-1-(tert-butoxycarbonyl)-5-[(R)-hydroxy(phenyl)methyl]pyrrolidin-2-yl}methyl)benzoic acid (i-1) in 1 mL anhydrous N,N-dimethylformamide under nitrogen atmosphere was added 0.042 mL (0.24 mmol) of N,N-diisopropylethylamine and 37 mg (0.097 mmol) of 2-(1H-7-azabezotriazole-1-yl)-1,1,3,3,-tetramethyl uranium hexafluoro phosphate methanium.... Starting materials: ClC=1N=C(C2=C(N1)C(=NC=N2)N2CC1=CC=CC(=C1CC2)NC(C)=O)N2CCOCC2 (2-chloro-8-(5-acetylamino-1,2,3,4 -tetrahydroisoquinolin-2-yl)-4-morpholino-pyrimido [5,4-d]pyrimidine), C(Cl)Cl.CO (methylene chloride methanol). Yields the product ClC=1N=C(C2=C(N1)C(=NC=N2)NCC2=CC=C(C=C2)OC)N2CCOCC2 (2-chloro-8-(4-methoxy-benzylamino)-4-morpholino-pyrimido[5,4-d]pyrimidine). RXN SMILES: [Cl:1][C:2]1[N:3]=[C:4]([N:26]2[CH2:31][CH2:30][O:29][CH2:28][CH2:27]2)[C:5]2[N:11]=[CH:10][N:9]=[C:8]([N:12]3CC[C:19]4[C:14](=[CH:15][CH:16]=[CH:17][C:18]=4NC(=O)C)[CH2:13]3)[C:6]=2[N:7]=1.C(Cl)Cl.[CH3:35][OH:36]>>[Cl:1][C:2]1[N:3]=[C:4]([N:26]2[CH2:31][CH2:30][O:29][CH2:28][CH2:27]2)[C:5]2[N:11]=[CH:10][N:9]=[C:8]([NH:12][CH2:13][C:14]3[CH:19]=[CH:18][C:17]([O:36][CH3:35])=[CH:16][CH:15]=3)[C:6]=2[N:7]=1 |f:1.2|. Procedure details: 2-chloro-8-(5-acetylamino-1,2,3,4 -tetrahydroisoquinolin-2-yl)-4-morpholino-pyrimido [5,4-d]pyrimidine Rf value: 0.55 (silica gel; methylene chloride/methanol=9:1) Reactants: C1[C@H](C)O1 ((S)-propylene oxide), [Mg] (magnesium), BrC(CCC=C)C (5-bromohex-1-ene). Reagents/catalysts: [Cu](Br)Br (copper bromide), II (iodine). Solvent: C1CCOC1 (THF), C1CCOC1 (THF), C1CCOC1 (THF). Conditions: time 8 hour. The product is CC(C[C@H](C)O)CCC=C ((2S)-4-methyloct-7-en-2-ol). Yield: 36.2%. RXN SMILES: [Mg].Br[CH:3]([CH3:8])[CH2:4][CH2:5][CH:6]=[CH2:7].[CH2:9]1[O:12][C@H:10]1[CH3:11]>C1COCC1.[Cu](Br)Br.II>[CH3:7][CH:6]([CH2:5][CH2:4][CH:3]=[CH2:8])[CH2:9][C@@H:10]([OH:12])[CH3:11]. Procedure: To magnesium turnings (7.44 g, 0.020 moles) in dry THF (100 mL) and was added iodine (100 mg) at room temperature. To this reaction mass was added a solution of 5-bromohex-1-ene (50.0 g, 362 mmoles) in THF (200 mL). The reaction mass was heated with hot air gun to initiate the reaction. Upon completion of the reaction the solution was transferred by cannula to a solution of (S)-propylene oxide (14 g, 241 mmol) and copper bromide (3.45 g, 24 mmol) in THF (100 mL) at −78° C. The reaction mass was ... Product: O=C1CCCc2cc([N+](=O)[O-])ccc2N1. RXN SMILES: [NH:1]1[c:2]2[c:3]([cH:9][cH:10][cH:11][cH:12]2)[CH2:4][CH2:5][CH2:6][C:7]1=[O:8].[OH2:22].[OH:13][N+:14]([O-:15])=[O:16].[S:17](=[O:18])(=[O:19])([OH:20])[OH:21]>>[NH:1]1[c:2]2[c:3]([cH:9][c:10]([N+:14](=[O:13])[O-:15])[cH:11][cH:12]2)[CH2:4][CH2:5][CH2:6][C:7]1=[O:8]. Starting materials: O=C1CCCc2ccccc2N1, O, O=[N+]([O-])O, O=S(=O)(O)O. Reactants: CC(C)(C)OC(=O)NCCCN, CCN(C(C)C)C(C)C, O=C(Cl)OCCl, ClCCl. The product is CC(C)(C)OC(=O)NCCCNC(=O)OCCl. Reaction SMILES: [C:7]([CH3:8])([CH3:9])([CH3:10])[O:11][C:12](=[O:13])[NH:14][CH2:15][CH2:16][CH2:17][NH2:18].[CH:19]([N:20]([CH:21]([CH3:22])[CH3:23])[CH2:24][CH3:25])([CH3:26])[CH3:27].[Cl:1][C:2](=[O:3])[O:4][CH2:5][Cl:6].[Cl:28][CH2:29][Cl:30]>>[C:2](=[O:3])([O:4][CH2:5][Cl:6])[NH:18][CH2:17][CH2:16][CH2:15][NH:14][C:12]([O:11][C:7]([CH3:8])([CH3:9])[CH3:10])=[O:13].